Dataset: the Open Reaction Database (ORD), a public repository of structured organic reaction records. Task: describe an organic reaction: reactants, conditions, products, and yield Reaction SMILES: [CH2:44]1[O:45][CH2:46][CH2:47][CH2:48]1.[CH:38]1([NH2:43])[CH2:39][CH2:40][CH2:41][CH2:42]1.[c:1]1([S:11](=[O:12])(=[O:13])[c:14]2[n:15][nH:16][c:17]3[cH:18][cH:19][c:20]([O:23][CH2:24][CH2:25][CH2:26][O:27][S:28]([c:29]4[cH:30][cH:31][c:32]([CH3:33])[cH:34][cH:35]4)(=[O:36])=[O:37])[cH:21][c:22]23)[cH:2][cH:3][cH:4][c:5]2[cH:6][cH:7][cH:8][cH:9][c:10]12>>[c:1]1([S:11](=[O:12])(=[O:13])[c:14]2[n:15][nH:16][c:17]3[cH:18][cH:19][c:20]([O:23][CH2:24][CH2:25][CH2:26][NH:43][CH:38]4[CH2:39][CH2:40][CH2:41][CH2:42]4)[cH:21][c:22]23)[cH:2][cH:3][cH:4][c:5]2[cH:6][cH:7][cH:8][cH:9][c:10]12. Starting materials: C1CCOC1, NC1CCCC1, Cc1ccc(S(=O)(=O)OCCCOc2ccc3[nH]nc(S(=O)(=O)c4cccc5ccccc45)c3c2)cc1. Yields the product O=S(=O)(c1cccc2ccccc12)c1n[nH]c2ccc(OCCCNC3CCCC3)cc12. Reactants: N(=[N+]=[N-])C[C@@H](C)N1C(C2=CC=C(C(=C2C=C1)NC(CC1=CC(=C(C=C1)C(F)(F)F)F)=O)C)=O ((R)—N-(2-(1-azidopropan-2-yl)-6-methyl-1-oxo-1,2-dihydroisoquinolin-5-yl)-2-(3-fluoro-4-(trifluoromethyl)phenyl)acetamide), C(C)O (ethanol), [Cl-].[NH4+] (ammonium chloride), O (water). Reagents/catalysts: [Fe] (iron). Conditions: time 3 hour. Product: NC[C@@H](C)N1C(C2=CC=C(C(=C2C=C1)NC(CC1=CC(=C(C=C1)C(F)(F)F)F)=O)C)=O ((R)—N-(2-(1-Aminopropan-2-yl)-6-methyl-1-oxo-1,2-dihydroisoquinolin-5-yl)-2-(3-fluoro-4-(trifluoromethyl)phenyl)acetamide). Isolated yield 53.3%. As a reaction SMILES: [N:1]([CH2:4][C@H:5]([N:7]1[CH:16]=[CH:15][C:14]2[C:9](=[CH:10][CH:11]=[C:12]([CH3:32])[C:13]=2[NH:17][C:18](=[O:31])[CH2:19][C:20]2[CH:25]=[CH:24][C:23]([C:26]([F:29])([F:28])[F:27])=[C:22]([F:30])[CH:21]=2)[C:8]1=[O:33])[CH3:6])=[N+]=[N-].C(O)C.[Cl-].[NH4+].O>[Fe]>[NH2:1][CH2:4][C@H:5]([N:7]1[CH:16]=[CH:15][C:14]2[C:9](=[CH:10][CH:11]=[C:12]([CH3:32])[C:13]=2[NH:17][C:18](=[O:31])[CH2:19][C:20]2[CH:25]=[CH:24][C:23]([C:26]([F:28])([F:29])[F:27])=[C:22]([F:30])[CH:21]=2)[C:8]1=[O:33])[CH3:6] |f:2.3|. Procedure details: A solution of (R)—N-(2-(1-azidopropan-2-yl)-6-methyl-1-oxo-1,2-dihydroisoquinolin-5-yl)-2-(3-fluoro-4-(trifluoromethyl)phenyl)acetamide (0.6 g, 0.001 mol) in ethanol (50 mL, 0.8 mol) was heated at 85° C. A solution of ammonium chloride (0.6 g, 0.01 mol) in water (15 mL, 0.83 mol) was added followed by iron powder (0.6 g, 0.01 mol). The mixture was stirred at the same temperature for 3 hours and poured onto dichloromethane (200 mL) and extracted. The residue was purified by reverse phase HPLC to ... RXN SMILES: [CH3:19][C:20](=[O:21])[O-:22].[CH3:24][CH2:25][OH:26].[ClH:15].[NH2:16][OH:17].[Na+:18].[OH2:23].[OH:1][c:2]1[c:3]([C:12]([CH3:13])=[O:14])[cH:4][cH:5][c:6]([OH:11])[c:7]1[CH2:8][CH2:9][CH3:10]>>[OH:1][c:2]1[c:3]([C:12]([CH3:13])=[N:16][OH:17])[cH:4][cH:5][c:6]([OH:11])[c:7]1[CH2:8][CH2:9][CH3:10]. Yields the product CCCc1c(O)ccc(C(C)=NO)c1O. Starting materials: CC(=O)[O-], CCO, Cl, NO, [Na+], O, CCCc1c(O)ccc(C(C)=O)c1O. Starting materials: C(C)(C)(C)OC(NC1=C(C=C(C(=C1)OCC(F)(F)F)C(F)(F)F)NC(CC(=O)C1=CC(=CC=C1)C=1C=NC(=CC1)C1CC1)=O)=O ([2-{3-[3-(6-cyclopropyl-pyridin-3-yl)-phenyl]-3-oxo-propionylamino}-5-(2,2,2-trifluoro-ethoxy)-4-trifluoromethyl-phenyl]-carbamic acid tert-butyl ester), C(=O)(C(F)(F)F)O (TFA). Run in C(Cl)Cl (CH2Cl2). The product is C1(CC1)C1=CC=C(C=N1)C=1C=C(C=CC1)C1=NC2=C(NC(C1)=O)C=C(C(=C2)OCC(F)(F)F)C(F)(F)F (4-[3-(6-Cyclopropyl-pyridin-3-yl)-phenyl]-7-(2,2,2-trifluoro-ethoxy)-8-trifluoromethyl-1,3-dihydro-benzo[b][1,4]diazepin-2-one), solid. Isolated yield 74.0%. As a reaction SMILES: C(OC(=O)[NH:7][C:8]1[CH:13]=[C:12]([O:14][CH2:15][C:16]([F:19])([F:18])[F:17])[C:11]([C:20]([F:23])([F:22])[F:21])=[CH:10][C:9]=1[NH:24][C:25](=[O:44])[CH2:26][C:27]([C:29]1[CH:34]=[CH:33][CH:32]=[C:31]([C:35]2[CH:36]=[N:37][C:38]([CH:41]3[CH2:43][CH2:42]3)=[CH:39][CH:40]=2)[CH:30]=1)=O)(C)(C)C.C(O)(C(F)(F)F)=O>C(Cl)Cl>[CH:41]1([C:38]2[N:37]=[CH:36][C:35]([C:31]3[CH:30]=[C:29]([C:27]4[CH2:26][C:25](=[O:44])[NH:24][C:9]5[CH:10]=[C:11]([C:20]([F:22])([F:21])[F:23])[C:12]([O:14][CH2:15][C:16]([F:18])([F:19])[F:17])=[CH:13][C:8]=5[N:7]=4)[CH:34]=[CH:33][CH:32]=3)=[CH:40][CH:39]=2)[CH2:42][CH2:43]1. Reported procedure: The title compound was prepared from [2-{3-[3-(6-cyclopropyl-pyridin-3-yl)-phenyl]-3-oxo-propionylamino}-5-(2,2,2-trifluoro-ethoxy)-4-trifluoromethyl-phenyl]-carbamic acid tert-butyl ester (Example M148) (334 mg, 0.524 mmol) by treatment with TFA in CH2Cl2 according to the general procedure N. Obtained as a white solid (201 mg, 74%). The reactants are compound 37d, C1(=CC=CC=C1)C(N1CC(C1)N1C(CNCC1)CO)C1=CC=CC=C1 ({1-[1-(Diphenylmethyl)azetidin-3-yl]-piperazin-2-yl}methanol), C(=O)([O-])[O-].[Na+].[Na+] (Na2CO3), resultant mixture. Solvent: C(Cl)Cl (CH2Cl2), C(Cl)Cl (CH2Cl2), C(Cl)Cl (CH2Cl2). Reaction conditions: temperature 0 celsius, time 62 hour. Yields the product C1(=CC=CC=C1)C(N1CC(C1)N1C(CN(CC1)C(=O)C1=CC=CC=C1)CO)C1=CC=CC=C1 ({1-[1-(Diphenylmethyl)azetidin-3-yl]-4-(phenylcarbonyl)piperazin-2-yl}methanol). Reaction SMILES: [C:1]1([CH:7]([C:20]2[CH:25]=[CH:24][CH:23]=[CH:22][CH:21]=2)[N:8]2[CH2:11][CH:10]([N:12]3[CH2:17][CH2:16][NH:15][CH2:14][CH:13]3[CH2:18][OH:19])[CH2:9]2)[CH:6]=[CH:5][CH:4]=[CH:3][CH:2]=1.[C:26]([O-:29])([O-])=O.[Na+].[Na+]>C(Cl)Cl>[C:20]1([CH:7]([C:1]2[CH:2]=[CH:3][CH:4]=[CH:5][CH:6]=2)[N:8]2[CH2:9][CH:10]([N:12]3[CH2:17][CH2:16][N:15]([C:26]([C:1]4[CH:6]=[CH:5][CH:4]=[CH:3][CH:2]=4)=[O:29])[CH2:14][CH:13]3[CH2:18][OH:19])[CH2:11]2)[CH:25]=[CH:24][CH:23]=[CH:22][CH:21]=1 |f:1.2.3|. Procedure details: Compound 37c (1.03 mmol) was dissolved in CH2Cl2 (5 mL) and cooled in an ice water bath to 0° C. A 10% aqueous Na2CO3 solution (5 mL) was added and a solution of compound 37d (143 μL, 1.23 mmol) dissolved in CH2Cl2 (1 mL) was added dropwise. The resultant mixture was allowed to warm to 20° C. and then stirred rapidly for 62 h. CH2Cl2 (10 mL) was added to the reaction mixture and the aqueous phase was extracted with CH2Cl2 (2×20 mL). The combined organic extracts were washed with brine, dried ove... The reactants are N(=[N+]=[N-])CCCOC1=CC(=C(CSC=2N(C(=CN2)C(C)(C)C2=CC(=C(C=C2)F)OC)C2=CC=C(C=C2)F)C(=C1)F)Cl (2-(4-(3-azidopropoxy)-2-chloro-6-fluorobenzylthio)-5-(2-(4-fluoro-3-methoxyphenyl)propan-2-yl)-1-(4-fluorophenyl)-1H-imidazole). The reagents and catalysts are O=[Pt]=O (PtO2). The solvent is CCO (EtOH), Cl (HCl). Run at time 5 hour. Yields the product Cl.ClC=1C=C(OCCCN)C=C(C1CSC=1N(C(=CN1)C(C)(C)C1=CC(=C(C=C1)F)OC)C1=CC=C(C=C1)F)F (3-(3-Chloro-5-fluoro-4-((5-(2-(4-fluoro-3-methoxyphenyl)propan-2-yl)-1-(4-fluorophenyl)-1H-imidazol-2-ylthio)methyl)phenoxy)propan-1-amine hydrochloride). Yield: 200.6%. As a reaction SMILES: [N:1]([CH2:4][CH2:5][CH2:6][O:7][C:8]1[CH:39]=[C:38]([F:40])[C:11]([CH2:12][S:13][C:14]2[N:15]([C:31]3[CH:36]=[CH:35][C:34]([F:37])=[CH:33][CH:32]=3)[C:16]([C:19]([C:22]3[CH:27]=[CH:26][C:25]([F:28])=[C:24]([O:29][CH3:30])[CH:23]=3)([CH3:21])[CH3:20])=[CH:17][N:18]=2)=[C:10]([Cl:41])[CH:9]=1)=[N+]=[N-]>CCO.Cl.O=[Pt]=O>[ClH:41].[Cl:41][C:10]1[CH:9]=[C:8]([CH:39]=[C:38]([F:40])[C:11]=1[CH2:12][S:13][C:14]1[N:15]([C:31]2[CH:32]=[CH:33][C:34]([F:37])=[CH:35][CH:36]=2)[C:16]([C:19]([C:22]2[CH:27]=[CH:26][C:25]([F:28])=[C:24]([O:29][CH3:30])[CH:23]=2)([CH3:21])[CH3:20])=[CH:17][N:18]=1)[O:7][CH2:6][CH2:5][CH2:4][NH2:1] |f:4.5|. Procedure: A pressure bottle was charged with a solution of 2-(4-(3-azidopropoxy)-2-chloro-6-fluorobenzylthio)-5-(2-(4-fluoro-3-methoxyphenyl)propan-2-yl)-1-(4-fluorophenyl)-1H-imidazole (340 mg, 0.56 mmol) in EtOH (10 mL), conc HCl (1 mL) and PtO2 (170 mg). The bottle was purged with hydrogen (3×40 psi), pressurized with hydrogen (45 psi) and then agitated for 5 h. The reaction mixture was filtered through Celite™ and the filtrate was evaporated. The residue was triturated with ether, and the solids colle... Reactants: CCNc1ccccc1, CCO, Clc1ccc2c(Cl)ncnc2c1. The product is Cl, CCN(c1ccccc1)c1ncnc2cc(Cl)ccc12. As a reaction SMILES: [CH2:13]([CH3:14])[NH:15][c:16]1[cH:17][cH:18][cH:19][cH:20][cH:21]1.[CH3:22][CH2:23][OH:24].[Cl:1][c:2]1[n:3][cH:4][n:5][c:6]2[cH:7][c:8]([Cl:12])[cH:9][cH:10][c:11]12>>[ClH:1].[c:2]1([N:15]([CH2:13][CH3:14])[c:16]2[cH:17][cH:18][cH:19][cH:20][cH:21]2)[n:3][cH:4][n:5][c:6]2[cH:7][c:8]([Cl:12])[cH:9][cH:10][c:11]12. Procedure details: 6-chloro-3-(1H-pyrrol-2-yl)-1H-pyrazolo-[3,4,b]-pyridine (Example 9) and N-methyl piperazine using the same metho in Example 36. RXN SMILES: Cl[C:2]1[N:7]=[C:6]2[NH:8][N:9]=[C:10]([C:11]3[NH:12][CH:13]=[CH:14][CH:15]=3)[C:5]2=[CH:4][CH:3]=1.[CH3:16][N:17]1[CH2:22][CH2:21][NH:20][CH2:19][CH2:18]1>>[CH3:16][N:17]1[CH2:22][CH2:21][N:20]([C:2]2[N:7]=[C:6]3[NH:8][N:9]=[C:10]([C:11]4[NH:12][CH:13]=[CH:14][CH:15]=4)[C:5]3=[CH:4][CH:3]=2)[CH2:19][CH2:18]1. The reactants are ClC1=CC=C2C(=N1)NN=C2C=2NC=CC2 (6-Chloro-3-(1H-pyrrol-2-yl)-1H-pyrazolo[3,4-b]pyridine), CN1CCNCC1 (N-methyl piperazine). Product: CN1CCN(CC1)C1=CC=C2C(=N1)NN=C2C=2NC=CC2 (6-(4-Methyl-piperazin-1-yl)-3-(1H-pyrrol-2-yl)-1H-pyrazolo[3,4-b]pyridine).